From a dataset of the Open Reaction Database (ORD), a public repository of structured organic reaction records. describe an organic reaction: reactants, conditions, products, and yield The reactants are CN(C(OC(C)(C)C)=O)[C@H](C(N[C@@H]1C(NC2=C(OC1)C=CC=C2)=O)=O)C (tert-butyl methyl((S)-1-oxo-1-((S)-4-oxo-2,3,4,5-tetrahydrobenzo[b][1,4]oxazepin-3-ylamino) propan-2-yl)carbamate), OCC1=C2C=CN(C2=CC=C1)C1=C(C#N)C=CC=C1 (2-(4-(hydroxymethyl)-1H-indol-1-yl)benzonitrile). Conditions: temperature 60 celsius. Product: C(#N)C1=C(C=CC=C1)N1C=CC2=C(C=CC=C12)CN1C2=C(OC[C@@H](C1=O)NC([C@H](C)NC)=O)C=CC=C2 ((S)-N-((S)-5-((1-(2-Cyanophenyl)-1H-indol-4-yl)methyl)-4-oxo-2,3,4,5-tetrahydrobenzo[b][1,4]oxazepin-3-yl)-2-(methylamino)propanamide). Isolated yield 10.3%. As a reaction SMILES: C[N:2]([C@@H:10]([CH3:26])[C:11](=[O:25])[NH:12][C@H:13]1[CH2:19][O:18][C:17]2[CH:20]=[CH:21][CH:22]=[CH:23][C:16]=2[NH:15][C:14]1=[O:24])[C:3](=O)OC(C)(C)C.O[CH2:28][C:29]1[CH:37]=[CH:36][CH:35]=[C:34]2[C:30]=1[CH:31]=[CH:32][N:33]2[C:38]1[CH:45]=[CH:44][CH:43]=[CH:42][C:39]=1[C:40]#[N:41]>>[C:40]([C:39]1[CH:42]=[CH:43][CH:44]=[CH:45][C:38]=1[N:33]1[C:34]2[C:30](=[C:29]([CH2:28][N:15]3[C:14](=[O:24])[C@@H:13]([NH:12][C:11](=[O:25])[C@@H:10]([NH:2][CH3:3])[CH3:26])[CH2:19][O:18][C:17]4[CH:20]=[CH:21][CH:22]=[CH:23][C:16]3=4)[CH:37]=[CH:36][CH:35]=2)[CH:31]=[CH:32]1)#[N:41]. Reported procedure: In a similar manner to that described for Example 57 except in Step 1 the mixture was heated at 60° C. for 2.5 d and in Step 2 the material was purified by silica gel chromatography, tert-butyl methyl((S)-1-oxo-1-((S)-4-oxo-2,3,4,5-tetrahydrobenzo[b][1,4]oxazepin-3-ylamino) propan-2-yl)carbamate (250 mg, 688 μmol, Eq: 1.00), 2-(4-(hydroxymethyl)-1H-indol-1-yl)benzonitrile (440 mg, 1.77 mmol, Eq: 2.58) was converted to the title compound (35 mg) as a white solid. MS m/z 494 (MH+) Starting materials: C([O-])([O-])=O.[K+].[K+] (potassium carbonate), BrC=1C=C(CN(C(OC(C)(C)C)=O)C)C=CC1 (tert-butyl (3-bromobenzyl)-N-methylcarbamate), C(=O)C1=CC=C(C=C1)B(O)O (4-formylbenzeneboronic acid), C1(=CC=CC=C1)C (toluene). The reagents and catalysts are C=1C=CC(=CC1)[P](C=2C=CC=CC2)(C=3C=CC=CC3)[Pd]([P](C=4C=CC=CC4)(C=5C=CC=CC5)C=6C=CC=CC6)([P](C=7C=CC=CC7)(C=8C=CC=CC8)C=9C=CC=CC9)[P](C=1C=CC=CC1)(C=1C=CC=CC1)C=1C=CC=CC1 (tetrakis(triphenylphosphine)palladium(0)). Solvent: O (water). Conditions: temperature 90 celsius. Yields the product C(=O)C1=CC=C(C=C1)C1=CC(=CC=C1)CNC(OC(C)(C)C)=O (tert-Butyl (4′-formylbiphenyl-3-yl)methylcarbamate). Yield: 60.0%. As a reaction SMILES: C(=O)([O-])[O-].[K+].[K+].Br[C:8]1[CH:9]=[C:10]([CH:21]=[CH:22][CH:23]=1)[CH2:11][N:12](C)[C:13](=[O:19])[O:14][C:15]([CH3:18])([CH3:17])[CH3:16].[CH:24]([C:26]1[CH:31]=[CH:30][C:29](B(O)O)=[CH:28][CH:27]=1)=[O:25].C1(C)C=CC=CC=1>C1C=CC([P]([Pd]([P](C2C=CC=CC=2)(C2C=CC=CC=2)C2C=CC=CC=2)([P](C2C=CC=CC=2)(C2C=CC=CC=2)C2C=CC=CC=2)[P](C2C=CC=CC=2)(C2C=CC=CC=2)C2C=CC=CC=2)(C2C=CC=CC=2)C2C=CC=CC=2)=CC=1.O>[CH:24]([C:26]1[CH:31]=[CH:30][C:29]([C:8]2[CH:23]=[CH:22][CH:21]=[C:10]([CH2:11][NH:12][C:13](=[O:19])[O:14][C:15]([CH3:16])([CH3:17])[CH3:18])[CH:9]=2)=[CH:28][CH:27]=1)=[O:25] |f:0.1.2,^1:45,47,66,85|. Procedure details: 307 ml (615 mmol) of an aqueous potassium carbonate solution (2M) are added dropwise to a mixture of 61.5 g (205 mmol) of tert-butyl (3-bromobenzyl)-N-methylcarbamate, 46 g (307 mmol) of 4-formylbenzeneboronic acid and 500 ml of toluene. The reaction medium is subsequently degassed with argon and 7 g (6.2 mmol) of tetrakis(triphenylphosphine)palladium(0) are added. After heating at 90° C. for 24 hours, the reaction medium is poured into water and extracted with ethyl acetate. The organic phase i... Conditions: temperature 60 celsius. The yield is 48.3%. Solvent: O1CCCC1.O (tetrahydrofuran water), C(C)(=O)OCC.O (ethyl acetate water). Starting materials: C(C)(=O)OC1=C(C(CNC2=C(NC3=CC(=CC=C23)Cl)C(=O)OC)=O)C=CC=C1 (3-[(2-acetoxyphenacyl)amino]-2-carbmethoxy-6-chloroindole), O.[OH-].[Li+] (lithium hydroxide monohydrate). Reported procedure: Dissolve 3-[(2-acetoxyphenacyl)amino]-2-carbmethoxy-6-chloroindole (800 mg, 2.15 mmol) in tetrahydrofuran/water (20 mL, 1/1). Add lithium hydroxide monohydrate (932 mg, 8.5 mmol). Seal the flask and warm to 60° C. for 3 hours. Dilute with ethyl acetate/water, acidify and separate the organic phase. Dry, precipitate with hexane and filter the solid to give the title compound (358 mg, 50%); mp 198°-200° C. RXN SMILES: C([O:4][C:5]1[CH:28]=[CH:27][CH:26]=[CH:25][C:6]=1[C:7](=[O:24])[CH2:8][NH:9][C:10]1[C:18]2[C:13](=[CH:14][C:15]([Cl:19])=[CH:16][CH:17]=2)[NH:12][C:11]=1[C:20]([O:22]C)=[O:21])(=O)C.O.[OH-].[Li+]>O1CCCC1.O.C(OCC)(=O)C.O>[OH:4][C:5]1[CH:28]=[CH:27][CH:26]=[CH:25][C:6]=1[C:7](=[O:24])[CH2:8][NH:9][C:10]1[C:18]2[C:13](=[CH:14][C:15]([Cl:19])=[CH:16][CH:17]=2)[NH:12][C:11]=1[C:20]([OH:22])=[O:21] |f:1.2.3,4.5,6.7|. The product is OC1=C(C(CNC2=C(NC3=CC(=CC=C23)Cl)C(=O)O)=O)C=CC=C1 (3-[(2-Hydroxyphenacyl)amino]-2-carboxy-6-chloroindole). Starting materials: C1=CC=CC=2C3=CC=CC=C3C(C12)COC(N(C)[C@H](CC1=CC2=CC=CC=C2C=C1)C(N(C)[C@@H](C(=O)NN(C)C(C)=O)CC1=CC=CC=C1)=O)=O (N-((1R)-1-(N-[(1R)-2-(N'-acetyl-N'-methylhydrazino)-1-benzyl-2-oxoethyl]-N-methylcarbamoyl)-2-(2-naphthyl)ethyl)-N-methylcarbamic acid ((9H-fluoren-9-yl)methyl) ester), NCCN(CCN)CCN (tris(2-aminoethyl)amine). Solvent: C(Cl)Cl (methylene chloride), C(Cl)Cl (methylene chloride). Reaction conditions: time 60 minute. Yields the product C(C)(=O)N(NC([C@@H](CC1=CC=CC=C1)N(C([C@@H](CC1=CC2=CC=CC=C2C=C1)NC)=O)C)=O)C ((2R)-N-[(1R)-2-(N'-acetyl-N'-methylhydrazino)-1-benzyl-2-oxoethyl]-N-methyl-2-(methylamino)-3-(2-naphthyl)propionamide). Yield: 91.1%. As a reaction SMILES: C1C2C(CO[C:16](=O)[N:17]([C@@H:19]([C:31](=[O:50])[N:32]([C@H:34]([CH2:43][C:44]3[CH:49]=[CH:48][CH:47]=[CH:46][CH:45]=3)[C:35]([NH:37][N:38]([C:40](=[O:42])[CH3:41])[CH3:39])=[O:36])[CH3:33])[CH2:20][C:21]3[CH:30]=[CH:29][C:28]4[C:23](=[CH:24][CH:25]=[CH:26][CH:27]=4)[CH:22]=3)C)C3C(=CC=CC=3)C=2C=CC=1.NCCN(CCN)CCN>C(Cl)Cl>[C:40]([N:38]([CH3:39])[NH:37][C:35](=[O:36])[C@H:34]([N:32]([CH3:33])[C:31](=[O:50])[C@H:19]([NH:17][CH3:16])[CH2:20][C:21]1[CH:30]=[CH:29][C:28]2[C:23](=[CH:24][CH:25]=[CH:26][CH:27]=2)[CH:22]=1)[CH2:43][C:44]1[CH:49]=[CH:48][CH:47]=[CH:46][CH:45]=1)(=[O:42])[CH3:41]. Procedure: To a solution of N-((1R)-1-(N-[(1R)-2-(N'-acetyl-N'-methylhydrazino)-1-benzyl-2-oxoethyl]-N-methylcarbamoyl)-2-(2-naphthyl)ethyl)-N-methylcarbamic acid ((9H-fluoren-9-yl)methyl) ester (0.21 g, 0.31 mmol) in methylene chloride (4 ml) was added tris(2-aminoethyl)amine (4 ml) and the mixture was stirred for 60 min. Then methylene chloride (50 ml) was added and the mixture was washed with brine (2×20 ml), phosphate buffer (pH=6, 2×20 ml), water (20 ml), brine (10 ml), dried (MgSO4), filtered and con... Starting materials: CC1CN(c2ccc3ccccc3n2)CC(C)N1, O=C(NCc1ccc(F)c(F)c1)C1(CCCCBr)c2ccccc2-c2ccccc21. The product is CC1CN(c2ccc3ccccc3n2)CC(C)N1CCCCC1(C(=O)NCc2ccc(F)c(F)c2)c2ccccc2-c2ccccc21. Reaction SMILES: [CH3:31][CH:32]1[CH2:33][N:34]([c:39]2[n:40][c:41]3[cH:42][cH:43][cH:44][cH:45][c:46]3[cH:47][cH:48]2)[CH2:35][CH:36]([CH3:38])[NH:37]1.[F:1][c:2]1[cH:3][c:4]([CH2:5][NH:6][C:7](=[O:8])[C:9]2([CH2:22][CH2:23][CH2:24][CH2:25][Br:26])[c:10]3[cH:11][cH:12][cH:13][cH:14][c:15]3-[c:16]3[cH:17][cH:18][cH:19][cH:20][c:21]32)[cH:27][cH:28][c:29]1[F:30]>>[F:1][c:2]1[cH:3][c:4]([CH2:5][NH:6][C:7](=[O:8])[C:9]2([CH2:22][CH2:23][CH2:24][CH2:25][N:37]3[CH:32]([CH3:31])[CH2:33][N:34]([c:39]4[n:40][c:41]5[cH:42][cH:43][cH:44][cH:45][c:46]5[cH:47][cH:48]4)[CH2:35][CH:36]3[CH3:38])[c:10]3[cH:11][cH:12][cH:13][cH:14][c:15]3-[c:16]3[cH:17][cH:18][cH:19][cH:20][c:21]32)[cH:27][cH:28][c:29]1[F:30]. Starting materials: CN1CC(Nc2ccc(Br)cc2[N+](=O)[O-])C1, C[O-], CO, CCOC(C)=O, CC1(C)OB(C=C2c3ccc(F)cc3OCc3c(F)cccc32)OC1(C)C, [Na+], c1ccc(P(c2ccccc2)(c2ccccc2)[Pd](P(c2ccccc2)(c2ccccc2)c2ccccc2)(P(c2ccccc2)(c2ccccc2)c2ccccc2)P(c2ccccc2)(c2ccccc2)c2ccccc2)cc1. Yields the product CN1CC(Nc2ccc(C=C3c4ccc(F)cc4OCc4c(F)cccc43)cc2[N+](=O)[O-])C1. RXN SMILES: [Br:1][c:2]1[cH:3][c:4]([N+:14](=[O:15])[O-:16])[c:5]([NH:8][CH:9]2[CH2:10][N:11]([CH3:13])[CH2:12]2)[cH:6][cH:7]1.[CH3:44][O-:45].[CH3:47][OH:48].[CH3:49][CH2:50][O:51][C:52](=[O:53])[CH3:54].[F:17][c:18]1[cH:19][cH:20][c:21]2[c:22]([cH:43]1)[O:23][CH2:24][c:25]1[c:26]([cH:38][cH:39][cH:40][c:41]1[F:42])[C:27]2=[CH:28][B:29]1[O:30][C:31]([CH3:32])([CH3:33])[C:34]([CH3:35])([CH3:36])[O:37]1.[Na+:46].[cH:55]1[cH:56][cH:57][c:58]([P:59]([Pd:60]([P:61]([c:62]2[cH:63][cH:64][cH:65][cH:66][cH:67]2)([c:68]2[cH:69][cH:70][cH:71][cH:72][cH:73]2)[c:74]2[cH:75][cH:76][cH:77][cH:78][cH:79]2)([P:80]([c:81]2[cH:82][cH:83][cH:84][cH:85][cH:86]2)([c:87]2[cH:88][cH:89][cH:90][cH:91][cH:92]2)[c:93]2[cH:94][cH:95][cH:96][cH:97][cH:98]2)[P:99]([c:100]2[cH:101][cH:102][cH:103][cH:104][cH:105]2)([c:106]2[cH:107][cH:108][cH:109][cH:110][cH:111]2)[c:112]2[cH:113][cH:114][cH:115][cH:116][cH:117]2)([c:118]2[cH:119][cH:120][cH:121][cH:122][cH:123]2)[c:124]2[cH:125][cH:126][cH:127][cH:128][cH:129]2)[cH:130][cH:131]1>>[c:2]1([CH:28]=[C:27]2[c:21]3[cH:20][cH:19][c:18]([F:17])[cH:43][c:22]3[O:23][CH2:24][c:25]3[c:26]2[cH:38][cH:39][cH:40][c:41]3[F:42])[cH:3][c:4]([N+:14](=[O:15])[O-:16])[c:5]([NH:8][CH:9]2[CH2:10][N:11]([CH3:13])[CH2:12]2)[cH:6][cH:7]1. Starting materials: C(CC)(=O)OC (methyl propionate), C1(=CC=CC=C1)C (toluene), CNN (methyl hydrazine). Reaction conditions: time 12 hour. Yields the product CN1NC(CC1C1=CC=CC=C1)=O (1-methyl-5-phenylpyrazolin-3-one). As a reaction SMILES: [C:1]([O:5]C)(=O)[CH2:2][CH3:3].[CH3:7][NH:8][NH2:9].[C:10]1(C)[CH:15]=[CH:14][CH:13]=[CH:12][CH:11]=1>>[CH3:7][N:8]1[CH:3]([C:10]2[CH:15]=[CH:14][CH:13]=[CH:12][CH:11]=2)[CH2:2][C:1](=[O:5])[NH:9]1. Reported procedure: 20.5 g methyl propionate were dissolved in 150 ml toluene and 6.7 ml methyl hydrazine were added to the solution under ice cooling. After standing for 12 hours, the solution was evaporated. The residue was a mixture of 1-methyl-5-phenylpyrazolin-3-one and 2-methyl-5-phenylpyrazolin-3-one. This crude isomeric mixture was chromatographed on silica gel. Ether was used as elution agent, to which increasing quantities of methanol were added. From the eluate the non-polar 1-methyl-5-phenylpyrazolin-3-...